Dataset: the Open Reaction Database (ORD), a public repository of structured organic reaction records. Task: describe an organic reaction: reactants, conditions, products, and yield Product: C(C)(C)C1=C(C(=CC=C1)C(C)C)NC(/C(=N/OC)/C=1N=NN(N1)C(CCCCCCCCCC)C)=O (E-N-(2,6-diisopropylphenyl)-2-(2-(1-methylundecyl) -2H-tetrazol-5-yl)-2-methoxyimino-acetamide). Reaction SMILES: C([N:13]1N=NC(CC(O)=O)=N1)CCCCCCCCCCC.S([O-])(=O)(=O)C.C[CH:28]([OH:39])CCCCCCCCCC.Br[CH2:41][CH2:42][CH2:43][CH2:44][CH2:45][CH2:46][CH2:47][CH2:48][CH2:49][CH2:50][CH2:51][CH3:52].[CH:53]([C:56]1[CH:61]=[CH:60][CH:59]=[C:58]([CH:62]([CH3:64])[CH3:63])[C:57]=1[NH:65][C:66](=[O:86])[CH:67]([C:69]1[N:70]=[N:71][N:72](CCCCCCCCCCCC)[N:73]=1)Br)([CH3:55])[CH3:54]>>[CH:53]([C:56]1[CH:61]=[CH:60][CH:59]=[C:58]([CH:62]([CH3:64])[CH3:63])[C:57]=1[NH:65][C:66](=[O:86])/[C:67](/[C:69]1[N:70]=[N:71][N:72]([CH:51]([CH3:52])[CH2:50][CH2:49][CH2:48][CH2:47][CH2:46][CH2:45][CH2:44][CH2:43][CH2:42][CH3:41])[N:73]=1)=[N:13]/[O:39][CH3:28])([CH3:55])[CH3:54]. The reactants are C(CCCCCCCCCCC)N1N=C(N=N1)CC(=O)O (2-Dodecyltetrazoleacetic acid), BrCCCCCCCCCCCC (1-bromododecane), Example 13 ( c ), S(C)(=O)(=O)[O-] (mesylate), CC(CCCCCCCCCC)O (2-dodecanol), C(C)(C)C1=C(C(=CC=C1)C(C)C)NC(C(Br)C=1N=NN(N1)CCCCCCCCCCCC)=O ((±)-N-(2,6-diisopropylphenyl)-2-(2-dodecyl-2H-tetrazol-5-yl)-2-bromoacetamide). Procedure: When in the procedure of Example 13 (c) an appropriate amount of the mesylate of 2-dodecanol was substituted for 1-bromododecane and the general procedures for Example 13 (c), (d), and (e) were followed, E-N-(2,6-diisopropylphenyl)-2-(2-(1-methylundecyl) -2H-tetrazol-5-yl)-2-methoxyimino-acetamide was obtained;